From a dataset of the Open Reaction Database (ORD), a public repository of structured organic reaction records. describe an organic reaction: reactants, conditions, products, and yield Reactants: C(C1=CC=CC=C1)OC1=CC=C(C(=O)NCCN2CCC(CC2)(C2=CC=CC=C2)O)C=C1 (4-benzyloxy-N-[2-(4-hydroxy-4-phenyl-piperidin-1-yl)-ethyl]-benzamide). Reagents/catalysts: [Pd] (Palladium on carbon). Run in C(C)(=O)O (acetic acid). Run at time 3 hour. Product: C(C1=CC=CC=C1)C1(CCN(CC1)CCNC(C1=CC=C(C=C1)O)=O)O (N-[2-(4-benzyl-4-hydroxy-piperidin-1-yl)-ethyl]-4-hydroxy-benzamide). Yield: 201.0%. As a reaction SMILES: C([O:8][C:9]1[CH:32]=[CH:31][C:12]([C:13]([NH:15][CH2:16][CH2:17][N:18]2[CH2:23][CH2:22][C:21]([OH:30])([C:24]3C=CC=CC=3)[CH2:20][CH2:19]2)=[O:14])=[CH:11][CH:10]=1)C1C=CC=CC=1>[Pd].C(O)(=O)C>[CH2:24]([C:21]1([OH:30])[CH2:20][CH2:19][N:18]([CH2:17][CH2:16][NH:15][C:13](=[O:14])[C:12]2[CH:11]=[CH:10][C:9]([OH:8])=[CH:32][CH:31]=2)[CH2:23][CH2:22]1)[C:9]1[CH:32]=[CH:31][CH:12]=[CH:11][CH:10]=1. Procedure details: Palladium on carbon (10%, 150 mg) was added to a solution of 4-benzyloxy-N-[2-(4-hydroxy-4-phenyl-piperidin-1-yl)-ethyl]-benzamide (500 mg, 1.12 mmol) in acetic acid (20 ml). The hydrogenation was complete after 3 h. The catalyst was removed by filtration through celite and the solvent was evaporated. Addition of sodium bicarbonate (10% aq. solution, 2 ml) and extraction with dichloromethane afforded N-[2-(4-benzyl-4-hydroxy-piperidin-1-yl)-ethyl]-4-hydroxy-benzamide (399 mg, 95%) as a light yel... The reactants are CCCC(C)Oc1nc(N)c2nc(OC)n(CCCCNC3CCOCC3)c2n1, CCCC(C)Oc1nc(N)c2nc(OC)n(CCCCCCl)c2n1, NCC1CCOCC1. Reaction SMILES: [CH3:1][CH:2]([O:3][c:4]1[n:5][c:6]2[c:7]([n:8][c:9]([O:10][CH3:11])[n:12]2[CH2:13][CH2:14][CH2:15][CH2:16][NH:17][CH:18]2[CH2:19][CH2:20][O:21][CH2:22][CH2:23]2)[c:24]([NH2:25])[n:26]1)[CH2:27][CH2:28][CH3:29].[Cl:30][CH2:31][CH2:32][CH2:33][CH2:34][CH2:35][n:36]1[c:37]2[n:38][c:39]([O:48][CH:49]([CH2:50][CH2:51][CH3:52])[CH3:53])[n:40][c:41]([NH2:47])[c:42]2[n:43][c:44]1[O:45][CH3:46].[O:54]1[CH2:55][CH2:56][CH:57]([CH2:60][NH2:61])[CH2:58][CH2:59]1>>[CH2:31]([CH2:32][CH2:33][CH2:34][CH2:35][n:36]1[c:37]2[n:38][c:39]([O:48][CH:49]([CH2:50][CH2:51][CH3:52])[CH3:53])[n:40][c:41]([NH2:47])[c:42]2[n:43][c:44]1[O:45][CH3:46])[NH:61][CH2:60][CH:57]1[CH2:56][CH2:55][O:54][CH2:59][CH2:58]1. The product is CCCC(C)Oc1nc(N)c2nc(OC)n(CCCCCNCC3CCOCC3)c2n1. The reactants are ClC1=C(C=CC=C1Cl)C1C(=C(NC(=C1C(=O)OC)C)COCC(=S)N)C(=O)OCC (2-{[4-(2,3-dichlorophenyl)-3-ethoxycarbonyl-5-methoxycarbonyl-6-methyl-1,4-dihydropyridin-2-yl]methoxy}-thioacetamide), BrCC(C(=O)OCC)=O (ethyl 3-bromopyruvate). Yields the product ClC1=C(C=CC=C1Cl)C1C(=C(NC(=C1C(=O)OC)C)COCC=1SC=C(N1)C(=O)OCC)C(=O)OCC (2-{[4-(2,3-Dichlorophenyl)-3-ethoxycarbonyl-5-methoxycarbonyl-6-methyl-1,4-dihydropyridin-2-yl]methoxymethyl}-4-ethoxycarbonylthiazole). RXN SMILES: [Cl:1][C:2]1[C:7]([Cl:8])=[CH:6][CH:5]=[CH:4][C:3]=1[CH:9]1[C:14]([C:15]([O:17][CH3:18])=[O:16])=[C:13]([CH3:19])[NH:12][C:11]([CH2:20][O:21][CH2:22][C:23]([NH2:25])=[S:24])=[C:10]1[C:26]([O:28][CH2:29][CH3:30])=[O:27].Br[CH2:32][C:33](=O)[C:34]([O:36][CH2:37][CH3:38])=[O:35]>>[Cl:1][C:2]1[C:7]([Cl:8])=[CH:6][CH:5]=[CH:4][C:3]=1[CH:9]1[C:14]([C:15]([O:17][CH3:18])=[O:16])=[C:13]([CH3:19])[NH:12][C:11]([CH2:20][O:21][CH2:22][C:23]2[S:24][CH:32]=[C:33]([C:34]([O:36][CH2:37][CH3:38])=[O:35])[N:25]=2)=[C:10]1[C:26]([O:28][CH2:29][CH3:30])=[O:27]. Reported procedure: 2-{[4-(2,3-Dichlorophenyl)-3-ethoxycarbonyl-5-methoxycarbonyl-6-methyl-1,4-dihydropyridin-2-yl]methoxymethyl}-4-ethoxycarbonylthiazole was prepared by the method of Example 44 but using 2-{[4-(2,3-dichlorophenyl)-3-ethoxycarbonyl-5-methoxycarbonyl-6-methyl-1,4-dihydropyridin-2-yl]methoxy}-thioacetamide and ethyl 3-bromopyruvate as starting materials.